Dataset: the Open Reaction Database (ORD), a public repository of structured organic reaction records. Task: describe an organic reaction: reactants, conditions, products, and yield The reactants are O=C1CCC(=O)N1Cl, [N-]=[N+]=Nc1ccc(-c2csc(N)n2)cc1, CN(C)C=O, O. Product: [N-]=[N+]=Nc1ccc(-c2nc(N)sc2Cl)cc1. Reaction SMILES: [Cl:16][N:17]1[C:18](=[O:19])[CH2:20][CH2:21][C:22]1=[O:23].[N:1](=[N+:2]=[N-:3])[c:4]1[cH:5][cH:6][c:7](-[c:10]2[n:11][c:12]([NH2:15])[s:13][cH:14]2)[cH:8][cH:9]1.[O:25]=[CH:26][N:27]([CH3:28])[CH3:29].[OH2:24]>>[N:1](=[N+:2]=[N-:3])[c:4]1[cH:5][cH:6][c:7](-[c:10]2[n:11][c:12]([NH2:15])[s:13][c:14]2[Cl:16])[cH:8][cH:9]1.